From a dataset of the Open Reaction Database (ORD), a public repository of structured organic reaction records. describe an organic reaction: reactants, conditions, products, and yield Reactants: C(C)(C)(C)C1=NC=C(C(=N1)C=1C=NC=CC1)C(=O)OCC (ethyl 2-tert-butyl-4-(pyridin-3-yl)pyrimidine-5-carboxylate), O[Li].O (LiOH.H2O). Product: C(C)(C)(C)C1=NC=C(C(=N1)C=1C=NC=CC1)C(=O)O (2-tert-butyl-4-(pyridin-3-yl)pyrimidine-5-carboxylic acid). The yield is 71.3%. As a reaction SMILES: [C:1]([C:5]1[N:10]=[C:9]([C:11]2[CH:12]=[N:13][CH:14]=[CH:15][CH:16]=2)[C:8]([C:17]([O:19]CC)=[O:18])=[CH:7][N:6]=1)([CH3:4])([CH3:3])[CH3:2].O[Li].O>>[C:1]([C:5]1[N:10]=[C:9]([C:11]2[CH:12]=[N:13][CH:14]=[CH:15][CH:16]=2)[C:8]([C:17]([OH:19])=[O:18])=[CH:7][N:6]=1)([CH3:4])([CH3:2])[CH3:3] |f:1.2|. Procedure details: Using a procedure analogous to Example B39, ethyl 2-tert-butyl-4-(pyridin-3-yl)pyrimidine-5-carboxylate (0.17 g, 0.60 mmol) was treated with LiOH.H2O (57 mg, 2.38 mmol) to afford 2-tert-butyl-4-(pyridin-3-yl)pyrimidine-5-carboxylic acid (0.11 g, 72% yield). MS (ESI) m/z: 258.0 (M+H+). The reactants are CCOc1ccnc2ccc(Br)cc12, [Li]CCCC, C1CCOC1, CN(C)C=O, [Cl-], [NH4+]. Yields the product CCOc1ccnc2ccc(C=O)cc12. RXN SMILES: [Br:1][c:2]1[cH:3][c:4]2[c:5]([O:12][CH2:13][CH3:14])[cH:6][cH:7][n:8][c:9]2[cH:10][cH:11]1.[CH2:15]([Li:16])[CH2:17][CH2:18][CH3:19].[CH2:25]1[O:26][CH2:27][CH2:28][CH2:29]1.[CH3:20][N:21]([CH:22]=[O:23])[CH3:24].[Cl-:30].[NH4+:31]>>[c:2]1([CH:22]=[O:23])[cH:3][c:4]2[c:5]([O:12][CH2:13][CH3:14])[cH:6][cH:7][n:8][c:9]2[cH:10][cH:11]1.